This data is from the Open Reaction Database (ORD), a public repository of structured organic reaction records. The task is: describe an organic reaction: reactants, conditions, products, and yield Starting materials: ClC1=CC=C2C(C(=CN(C2=C1)C)C(=O)O)=O (7-chloro-1-methyl-4-oxo-1,4-dihydro-3-quinoline carboxylic acid), NCCCCN (1,4-diaminobutane), CN1C(CCC1)=O (1-methyl-2-pyrrolidinone), C(Cl)Cl (DCM). Solvent: CO (MeOH). Reaction conditions: temperature 130 celsius. The product is NC(CNC1=CC=C2C(C(=CN(C2=C1)C)C(=O)O)=O)CC (7-[(2-aminobutyl)amino]-1-methyl-1,4-dihydro-4-oxo-3-quinolinecarboxylic acid). RXN SMILES: Cl[C:2]1[CH:11]=[C:10]2[C:5]([C:6](=[O:16])[C:7]([C:13]([OH:15])=[O:14])=[CH:8][N:9]2[CH3:12])=[CH:4][CH:3]=1.[NH2:17][CH2:18][CH2:19][CH2:20][CH2:21]N.C(Cl)Cl.C[N:27]1CCCC1=O>CO>[NH2:27][CH:19]([CH2:20][CH3:21])[CH2:18][NH:17][C:2]1[CH:11]=[C:10]2[C:5]([C:6](=[O:16])[C:7]([C:13]([OH:15])=[O:14])=[CH:8][N:9]2[CH3:12])=[CH:4][CH:3]=1. Reported procedure: To a solution of 7-chloro-1-methyl-4-oxo-1,4-dihydro-3-quinoline carboxylic acid (1.0 g, prepared according to H. Agui and T. Nakagome, J. Heterocycl. Chem., (1979), 16(7), 1353–60) in 1-methyl-2-pyrrolidinone (10 mL), was added 1,4-diaminobutane (1.84 g). The mixture was heated at 130° C. for 17 hours. The reaction mixture was cooled and poured into DCM (20 mL). The precipitate obtained was dispersed in MeOH and filtered to give the title compound (860 mg).